From a dataset of the Open Reaction Database (ORD), a public repository of structured organic reaction records. describe an organic reaction: reactants, conditions, products, and yield Starting materials: O=Cc1cc2cccc(Cl)c2nc1Cl, [K+], [K+], O=C([O-])[O-], CN(C)C=O, O, Oc1ccccc1. The product is O=Cc1cc2cccc(Cl)c2nc1Oc1ccccc1. As a reaction SMILES: [Cl:1][c:2]1[n:3][c:4]2[c:5]([Cl:14])[cH:6][cH:7][cH:8][c:9]2[cH:10][c:11]1[CH:12]=[O:13].[K+:22].[K+:23].[O-:24][C:25]([O-:26])=[O:27].[O:28]=[CH:29][N:30]([CH3:31])[CH3:32].[OH2:33].[OH:15][c:16]1[cH:17][cH:18][cH:19][cH:20][cH:21]1>>[c:2]1([O:15][c:16]2[cH:17][cH:18][cH:19][cH:20][cH:21]2)[n:3][c:4]2[c:5]([Cl:14])[cH:6][cH:7][cH:8][c:9]2[cH:10][c:11]1[CH:12]=[O:13]. Reactants: ClC1=C(C=CC(=C1)S(F)(F)(F)(F)F)O (2-chloro-4-pentafluorosulfanylphenol), C(=O)([O-])[O-].[K+].[K+] (K2CO3), CI (CH3I). Run in CN(C)C=O (DMF), CC(OCC)=O (EA). Run at time 2 day. Yields the product ClC1=C(C=CC(=C1)S(F)(F)(F)(F)F)OC (2-Chloro-1-methoxy-4-pentafluorosulfanylbenzene). Yield: 93.1%. RXN SMILES: [Cl:1][C:2]1[CH:7]=[C:6]([S:8]([F:13])([F:12])([F:11])([F:10])[F:9])[CH:5]=[CH:4][C:3]=1[OH:14].[C:15]([O-])([O-])=O.[K+].[K+].CI>CN(C=O)C.CC(=O)OCC>[Cl:1][C:2]1[CH:7]=[C:6]([S:8]([F:13])([F:9])([F:10])([F:11])[F:12])[CH:5]=[CH:4][C:3]=1[O:14][CH3:15] |f:1.2.3|. Reported procedure: 5.50 g of 2-chloro-4-pentafluorosulfanylphenol, 7.89 g of K2CO3 and 4.05 g of CH3I were stirred at RT in 30 ml of anhydrous DMF for 2 hours and left to stand at RT for 2 days. The mixture was then diluted with 300 ml of EA and washed 3 times with 100 ml each time of water. Drying was effected with Na2SO4 and the solvent was removed under reduced pressure to obtain 5.40 g of a pale yellow oil. Reactants: C(=O)C1=C(C=CC=C1)C1=NOC2=C1C=CC(=C2)C(=O)N (3-(2-formylphenyl)benzo[d]isoxazole-6-carboxamide), C(=O)C1=C(C=CC=C1)C1=NOC2=C1C=CC(=C2)C(=O)N (3-(2-formylphenyl)benzo[d]isoxazole-6-carboxamide), C(C)(C)(C)[S@](=O)N ((S)-(−)-t-butylsulfinamide), ice water, C(C)(=O)OCC (ethyl acetate). Reagents/catalysts: [O-]CC.[Ti+4].[O-]CC.[O-]CC.[O-]CC (titanium (IV) ethoxide). The solvent is O1CCCC1 (tetrahydrofuran). Reaction conditions: time 3 day. Yields the product C(C)(C)(C)[S@](=O)\N=C\C1=C(C=CC=C1)C1=NOC2=C1C=CC(=C2)C(=O)N (3-(2-((E)-((S)-tert-butylsulfinylimino)methyl)phenyl)benzo[d]isoxazole-6-carboxamide). The yield is 99.7%. RXN SMILES: [CH:1]([C:3]1[CH:8]=[CH:7][CH:6]=[CH:5][C:4]=1[C:9]1[C:13]2[CH:14]=[CH:15][C:16]([C:18]([NH2:20])=[O:19])=[CH:17][C:12]=2[O:11][N:10]=1)=O.[C:21]([S@@:25]([NH2:27])=[O:26])([CH3:24])([CH3:23])[CH3:22].C(OCC)(=O)C>O1CCCC1.[O-]CC.[Ti+4].[O-]CC.[O-]CC.[O-]CC>[C:21]([S@@:25](/[N:27]=[CH:1]/[C:3]1[CH:8]=[CH:7][CH:6]=[CH:5][C:4]=1[C:9]1[C:13]2[CH:14]=[CH:15][C:16]([C:18]([NH2:20])=[O:19])=[CH:17][C:12]=2[O:11][N:10]=1)=[O:26])([CH3:24])([CH3:23])[CH3:22] |f:4.5.6.7.8|. Procedure details: To a suspension of 3-(2-formylphenyl)benzo[d]isoxazole-6-carboxamide (Compound 7) (4.12 g) in tetrahydrofuran (50 mL) was added (S)-(−)-t-butylsulfinamide (1.97 g) followed by titanium (IV) ethoxide (4.8 mL). The mixture was stirred for three days then poured onto stirred ice-water (200 mL) and ethyl acetate (200 mL) added and filtered through dicalite and the plug of solid was washed with hot ethyl acetate (200 mL), the organic layer was dried over anhydrous magnesium sulfate and evaporated to ... Starting materials: diols, polyethylene glycol, [H][H] (hydrogen), polyols, OC[C@H](O)[C@@H](O)[C@H](O)[C@H](O)CO (sorbitol), C(O)C(CC)(CO)CO (trimethylolpropane), C(CCCO)O (1,4-butylene glycol), polypropylene glycol, C(CC(C)O)O (1,3-butylene glycol), C(C(C)O)O (propylene glycol), OCC(CO)(CO)CO (pentaerythritol). Run in C(CO)O (ethylene glycol), OCC(O)CO (glycerine), OCC(O)CO (glycerine). The product is C(C(C)O)O (propylene glycol), C1CO1 (ethylene oxide), C1C(C)O1 (propylene oxide), C1C(CC)O1 (1,2-butylene oxide), polyether polyols. Reaction SMILES: [H][H].[CH2:3]([OH:7])[CH:4]([OH:6])[CH3:5].C(O)C[CH2:10][CH2:11][OH:12].C(O)[CH2:15][CH:16]([OH:18])[CH3:17].[CH2:20]([C:22](CO)(CO)[CH2:23][CH3:24])[OH:21].OCC(CO)(CO)CO.OC[C@@H]([C@H]([C@@H]([C@@H](CO)O)O)O)O>OCC(CO)O.C(O)CO>[CH2:3]([OH:7])[CH:4]([OH:6])[CH3:5].[CH2:11]1[O:12][CH2:10]1.[CH2:15]1[O:18][CH:16]1[CH3:17].[CH2:20]1[O:21][CH:22]1[CH2:23][CH3:24]. Procedure: Exemplary organic compounds having at least two reactive hydrogen-containing groups includes (1) hydroxyl group-containing compounds such as (a) diols such as ethylene glycol, propylene glycol, 1,4-butylene glycol, 1,3-butylene glycol, polyethylene glycol and polypropylene glycol; (b) polyols such as glycerine, trimethylolpropane, pentaerythritol and sorbitol; (c) polyester polyols such as polyether polyols having a molecular weight of about 500 to about 100,000 obtained by addition reaction of ... Product: CCN(CC)C(=O)c1ccc(C=O)cc1. Starting materials: O=Cc1ccc(C(=O)O)cc1, CCNCC, Cc1ccccc1, ClCCl, O=S(Cl)Cl. Reaction SMILES: [C:1](=[O:2])([OH:3])[c:4]1[cH:5][cH:6][c:7]([CH:8]=[O:9])[cH:10][cH:11]1.[CH2:16]([CH3:17])[NH:18][CH2:19][CH3:20].[CH3:21][c:22]1[cH:23][cH:24][cH:25][cH:26][cH:27]1.[Cl:28][CH2:29][Cl:30].[S:12]([Cl:13])([Cl:14])=[O:15]>>[C:1](=[O:3])([c:4]1[cH:5][cH:6][c:7]([CH:8]=[O:9])[cH:10][cH:11]1)[N:18]([CH2:16][CH3:17])[CH2:19][CH3:20].